Dataset: the Open Reaction Database (ORD), a public repository of structured organic reaction records. Task: describe an organic reaction: reactants, conditions, products, and yield Starting materials: Cc1ccccc1, CC(C)NCCO, O, O=S(=O)(O)O. The product is CC(C)NCCOS(=O)(=O)O. As a reaction SMILES: [CH3:13][c:14]1[cH:15][cH:16][cH:17][cH:18][cH:19]1.[CH:6]([CH3:7])([CH3:8])[NH:9][CH2:10][CH2:11][OH:12].[OH2:20].[S:1]([OH:2])([OH:3])(=[O:4])=[O:5]>>[S:1]([OH:2])([O:3][CH2:11][CH2:10][NH:9][CH:6]([CH3:7])[CH3:8])(=[O:4])=[O:5].